Dataset: the Open Reaction Database (ORD), a public repository of structured organic reaction records. Task: describe an organic reaction: reactants, conditions, products, and yield Product: C=CCOC(=O)N1CC=C(C(C)=O)C1. The reactants are O=C([O-])O, C=CCOC(=O)N1CC=C(C#C[Si](C)(C)C)C1, CCOC(C)=O, [Na+], C1CCOC1, O, O=S(=O)(O)O. As a reaction SMILES: [C:23](=[O:24])([O-:25])[OH:26].[CH2:1]([CH:2]=[CH2:3])[O:4][C:5](=[O:6])[N:7]1[CH2:8][C:9]([C:12]#[C:13][Si:14]([CH3:15])([CH3:16])[CH3:17])=[CH:10][CH2:11]1.[CH3:28][CH2:29][O:30][C:31](=[O:32])[CH3:33].[Na+:27].[O:34]1[CH2:35][CH2:36][CH2:37][CH2:38]1.[OH2:39].[S:18]([OH:19])(=[O:20])(=[O:21])[OH:22]>>[CH2:1]([CH:2]=[CH2:3])[O:4][C:5](=[O:6])[N:7]1[CH2:8][C:9]([C:12]([CH3:13])=[O:19])=[CH:10][CH2:11]1. Starting materials: C#CC(O)(CF)CF, [H-], [Na+], C1CCOC1, O, Cc1ccc(S(=O)(=O)Cl)cc1. Yields the product C#CC(CF)(CF)OS(=O)(=O)c1ccc(C)cc1. As a reaction SMILES: [F:1][CH2:2][C:3]([C:4]#[CH:5])([OH:6])[CH2:7][F:8].[H-:20].[Na+:21].[O:23]1[CH2:24][CH2:25][CH2:26][CH2:27]1.[OH2:22].[c:9]1([CH3:19])[cH:10][cH:11][c:12]([S:15](=[O:16])(=[O:17])[Cl:18])[cH:13][cH:14]1>>[F:1][CH2:2][C:3]([C:4]#[CH:5])([O:6][S:15]([c:12]1[cH:11][cH:10][c:9]([CH3:19])[cH:14][cH:13]1)(=[O:16])=[O:17])[CH2:7][F:8]. Starting materials: NC1=C(C=C(C=C1)Cl)NC(C1=C(C=CC(=C1)Br)F)=O (N-(2-Amino-5-chloro-phenyl)-5-bromo-2-fluoro-benzamide). The solvent is C(C)(=O)O (acetic acid). Run at temperature 85 celsius. Product: BrC=1C=CC(=C(C1)C1=NC2=C(N1)C=CC(=C2)Cl)F (2-(5-Bromo-2-fluoro-phenyl)-5-chloro-1H-benzoimidazole). Isolated yield 92.1%. As a reaction SMILES: [NH2:1][C:2]1[CH:7]=[CH:6][C:5]([Cl:8])=[CH:4][C:3]=1[NH:9][C:10](=O)[C:11]1[CH:16]=[C:15]([Br:17])[CH:14]=[CH:13][C:12]=1[F:18]>C(O)(=O)C>[Br:17][C:15]1[CH:14]=[CH:13][C:12]([F:18])=[C:11]([C:10]2[NH:1][C:2]3[CH:7]=[CH:6][C:5]([Cl:8])=[CH:4][C:3]=3[N:9]=2)[CH:16]=1. Procedure details: Method 7—Step b A mixture of N-(2-Amino-5-chloro-phenyl)-5-bromo-2-fluoro-benzamide (1.60 g, 4.67 mmol) in acetic acid (10 mL) was heated at 85° C. overnight. Solvent was removed under reduced pressure and the solid obtained was washed with dichloromethane and dried to obtain 1.40 g of the title compound (93%). The reactants are alkylphenyl alcohol, C1(=CC=CC=C1)C(C)(C)O (2-phenyl-2-propanol), [H][H] (Hydrogen), [H][H] (hydrogen), alkylbenzene. Product: alkylbenzene, C1(=CC=CC=C1)C(C)C (cumene). Reaction SMILES: [H][H].[C:3]1([C:9](O)([CH3:11])[CH3:10])[CH:8]=[CH:7][CH:6]=[CH:5][CH:4]=1>>[C:3]1([CH:9]([CH3:11])[CH3:10])[CH:8]=[CH:7][CH:6]=[CH:5][CH:4]=1. Procedure: The 6–20 mesh particles of reduced catalyst, prepared by the afore-mentioned procedure are loaded onto bed supports made of porous plate or screen in a distillation reactor in a nitrogen filled environment. Glass wool can also be used to support the catalyst particles. Hydrogen gas is added via a regulator to the apparatus to maintain a pressure between 0–450 psig, (typically between 0–150 psig). The flow rate is adjusted to maintain twice the amount of hydrogen required for the reaction stoichi... Starting materials: Br, CSC(C(C)C(=O)O)C1CCCN1C(=O)OC(C)(C)C, CCN(C(C)C)C(C)C, ClCCl, NCCc1cccc(O)c1, On1nnc2ccccc21. Yields the product CSC(C(C)C(=O)NCCc1cccc(O)c1)C1CCCN1C(=O)OC(C)(C)C. As a reaction SMILES: [BrH:21].[C:1]([CH3:2])([CH3:3])([CH3:4])[O:5][C:6](=[O:7])[N:8]1[CH:9]([CH:13]([CH:14]([CH3:15])[C:16](=[O:17])[OH:18])[S:19][CH3:20])[CH2:10][CH2:11][CH2:12]1.[CH:42]([N:43]([CH:44]([CH3:45])[CH3:46])[CH2:47][CH3:48])([CH3:49])[CH3:50].[Cl:51][CH2:52][Cl:53].[OH:22][c:23]1[cH:24][c:25]([CH2:26][CH2:27][NH2:28])[cH:29][cH:30][cH:31]1.[OH:32][n:33]1[c:34]2[c:35]([cH:36][cH:37][cH:38][cH:39]2)[n:40][n:41]1>>[C:1]([CH3:2])([CH3:3])([CH3:4])[O:5][C:6](=[O:7])[N:8]1[CH:9]([CH:13]([CH:14]([CH3:15])[C:16](=[O:18])[NH:28][CH2:27][CH2:26][c:25]2[cH:24][c:23]([OH:22])[cH:31][cH:30][cH:29]2)[S:19][CH3:20])[CH2:10][CH2:11][CH2:12]1. Starting materials: C([O-])(O)=O.[Na+] (sodium bicarbonate), C(C=C)Br (allyl bromide), N[C@@H](CC1=CC=C(C=C1)OC(C)(C)C)C(=O)NCC(=O)NCC(=O)N[C@@H](CC1=CC=CC=C1)C(=O)N[C@@H](CC(C)C)C(=O)OC(C)(C)C (H-Tyr(But)-Gly-Gly-Phe-Leu-OBut). Run in C(C)O (ethanol). Product: N([C@@H](CC1=CC=C(C=C1)OC(C)(C)C)C(=O)NCC(=O)NCC(=O)N[C@@H](CC1=CC=CC=C1)C(=O)N[C@@H](CC(C)C)C(=O)OC(C)(C)C)CC=C (allyl-Tyr(But)-Gly-Gly-Phe-Leu-OBut). RXN SMILES: [NH2:1][C@H:2]([C:15]([NH:17][CH2:18][C:19]([NH:21][CH2:22][C:23]([NH:25][C@H:26]([C:34]([NH:36][C@H:37]([C:42]([O:44][C:45]([CH3:48])([CH3:47])[CH3:46])=[O:43])[CH2:38][CH:39]([CH3:41])[CH3:40])=[O:35])[CH2:27][C:28]1[CH:33]=[CH:32][CH:31]=[CH:30][CH:29]=1)=[O:24])=[O:20])=[O:16])[CH2:3][C:4]1[CH:9]=[CH:8][C:7]([O:10][C:11]([CH3:14])([CH3:13])[CH3:12])=[CH:6][CH:5]=1.C(=O)(O)[O-].[Na+].[CH2:54](Br)[CH:55]=[CH2:56]>C(O)C>[NH:1]([CH2:56][CH:55]=[CH2:54])[C@H:2]([C:15]([NH:17][CH2:18][C:19]([NH:21][CH2:22][C:23]([NH:25][C@H:26]([C:34]([NH:36][C@H:37]([C:42]([O:44][C:45]([CH3:46])([CH3:47])[CH3:48])=[O:43])[CH2:38][CH:39]([CH3:41])[CH3:40])=[O:35])[CH2:27][C:28]1[CH:33]=[CH:32][CH:31]=[CH:30][CH:29]=1)=[O:24])=[O:20])=[O:16])[CH2:3][C:4]1[CH:5]=[CH:6][C:7]([O:10][C:11]([CH3:12])([CH3:13])[CH3:14])=[CH:8][CH:9]=1 |f:1.2|. Reported procedure: H-Tyr(But)-Gly-Gly-Phe-Leu-OBut (2.0 g., 3 mM) was dissolved in ethanol (90 ml.). To the solution were added sodium bicarbonate (0.378 g., 4.5 mM) and allyl bromide (0.387 ml., 4.5 mM). The solution was stirred and refluxed for 20 hours. The solvent was then evaporated in vacuo and the residue dissolved in a mixture of ethyl acetate (120 ml.) and water (80 ml.). The two phases were separated and the organic phase was washed with saturated brine (80 ml.) and dried (Na2SO4). The solvent was evapor...